This data is from the Open Reaction Database (ORD), a public repository of structured organic reaction records. The task is: describe an organic reaction: reactants, conditions, products, and yield The reactants are BrC=1C=CC=2C3=C(C=NC2C1)N=C(N3CCCO)CCC (3-(7-bromo-2-propyl-1H-imidazo[4,5-c]quinolin-1-yl)propan-1-ol), ON1C(C=2C(C1=O)=CC=CC2)=O (N-hydroxyphthalimide), C1(=CC=CC=C1)P(C1=CC=CC=C1)C1=CC=CC=C1 (triphenylphosphine), N(=NC(=O)OC(C)C)C(=O)OC(C)C (diisopropyl azodicarboxylate). Product: BrC=1C=CC=2C3=C(C=NC2C1)N=C(N3CCCON3C(C1=CC=CC=C1C3=O)=O)CCC (2-[3-(7-bromo-2-propyl-1H-imidazo[4,5-c]quinolin-1-yl)propoxy]-1H-isoindole-1,3(2H)-dione). The yield is 71.9%. RXN SMILES: [Br:1][C:2]1[CH:3]=[CH:4][C:5]2[C:6]3[N:14]([CH2:15][CH2:16][CH2:17][OH:18])[C:13]([CH2:19][CH2:20][CH3:21])=[N:12][C:7]=3[CH:8]=[N:9][C:10]=2[CH:11]=1.C1(P(C2C=CC=CC=2)C2C=CC=CC=2)C=CC=CC=1.N(C(OC(C)C)=O)=NC(OC(C)C)=O.O[N:56]1[C:60](=[O:61])[C:59]2=[CH:62][CH:63]=[CH:64][CH:65]=[C:58]2[C:57]1=[O:66]>>[Br:1][C:2]1[CH:3]=[CH:4][C:5]2[C:6]3[N:14]([CH2:15][CH2:16][CH2:17][O:18][N:56]4[C:60](=[O:61])[C:59]5[C:58](=[CH:65][CH:64]=[CH:63][CH:62]=5)[C:57]4=[O:66])[C:13]([CH2:19][CH2:20][CH3:21])=[N:12][C:7]=3[CH:8]=[N:9][C:10]=2[CH:11]=1. Procedure: A modification of the method described in Part A of Example 1 was followed using 3-(7-bromo-2-propyl-1H-imidazo[4,5-c]quinolin-1-yl)propan-1-ol (4.60 g, 13.2 mmol), triphenylphosphine (4.17 g, 15.9 mmol), diisopropyl azodicarboxylate (3.13 mL, 15.9 mmol), and N-hydroxyphthalimide (2.59 g, 15.9 mmol). After the solvent was removed under reduced pressure, the residue was dissolved in chloroform (200 mL), washed sequentially with saturated aqueous sodium bicarbonate (2×30 mL) and brine (20 mL), dri... Reactants: N(=[N+]=[N-])[C@H](CN1N=CC=2C1=CC1=C(C=CCC12)OCC)C ((S)-1-(2-azido-propyl)-7-ethoxy-1,4-dihydro-indeno[2,1-c]pyrazole), C(\C=C\C(=O)O)(=O)O (fumaric acid). Reagents/catalysts: [Pt]=O (platinum oxide). Solvent: C(C)O (ethanol), CO (methanol), C(C)OCC (diethyl ether). Reaction conditions: time 15 hour. Yields the product C(\C=C\C(=O)O)(=O)O.C(C)OC1=C2C=C3N(N=CC3=C2CC=C1)C[C@H](C)N ((S)-2-(7-ethoxy-1,4-dihydro-indeno[2,1-c]pyrazol-1-yl)-1-methyl-ethylamine fumarate). Isolated yield 77.3%. RXN SMILES: [N:1]([C@@H:4]([CH3:21])[CH2:5][N:6]1[C:10]2=[CH:11][C:12]3[C:17]([CH2:16][CH:15]=[CH:14][C:13]=3[O:18][CH2:19][CH3:20])=[C:9]2[CH:8]=[N:7]1)=[N+]=[N-].[C:22]([OH:29])(=[O:28])/[CH:23]=[CH:24]/[C:25]([OH:27])=[O:26]>C(O)C.C(OCC)C.CO.[Pt]=O>[C:22]([OH:29])(=[O:28])/[CH:23]=[CH:24]/[C:25]([OH:27])=[O:26].[CH2:19]([O:18][C:13]1[CH:14]=[CH:15][CH2:16][C:17]2[C:12]=1[CH:11]=[C:10]1[C:9]=2[CH:8]=[N:7][N:6]1[CH2:5][C@@H:4]([NH2:1])[CH3:21])[CH3:20] |f:6.7|. Procedure: 0.53 g (1.87 mmol) of (S)-1-(2-azido-propyl)-7-ethoxy-1,4-dihydro-indeno[2,1-c]pyrazole dissolved in 25 ml of anhydrous ethanol was hydrogenated on 55 mg of platinum oxide for 1.5 hours. The catalyst was subsequently filtered off, rinsed with ethanol and the solvent was removed in a vacuum. The colorless oil obtained was dissolved in 50 ml of anhydrous diethyl ether, filtered and treated while stirring with a solution of 217 mg (1.87 mmol) of fumaric acid in 10 ml of methanol. The mixture was st... Reactants: C=O (formalin), ice water, C(C)(=O)O (acetic acid), Cl (hydrochloric acid), CC=1SC(=CC1Cl)Cl (2-methyl-3,5-dichlorothiophene). Run at temperature 70 celsius. Yields the product ClCC1=C(SC(=C1Cl)C)Cl (3-chloromethyl-2,4-dichloro-5-methylthiophene). RXN SMILES: C=O.[ClH:3].[CH3:4][C:5]1[S:6][C:7]([Cl:11])=[CH:8][C:9]=1[Cl:10].[C:12](O)(=O)C>>[Cl:3][CH2:12][C:8]1[C:9]([Cl:10])=[C:5]([CH3:4])[S:6][C:7]=1[Cl:11]. Procedure details: 8.6 G. (0.107 mol) of formalin and 90 ml. concentrated hydrochloric acid were added to a solution of 10.87 g. (0.065 mol) of 2-methyl-3,5-dichlorothiophene in 45 ml. of acetic acid. The resulting mixture was heated to 70° C. for 18 hrs., cooled, poured into ice water and extracted with ether. The organic solution was washed with water, sodium bicarbonate and water, dried and evaporated to yield 3-chloromethyl-2,4-dichloro-5-methylthiophene as a crude oil. The reactants are solution, ICl (iodine monochloride), O[C@]1([C@H](O)[C@@H](O)[C@H](O)[C@H](O1)CO)C1=CC(=C(C#N)C=C1)CC1=CC=C(C=C1)[Si](C)(C)C (4-(β-D-glucopyranos-1-yl)-2-(4-trimethylsilyl-benzyl)-benzonitrile). Run in ClCCl (dichloromethane), ClCCl (dichloromethane). Run at time 1 hour. The product is O[C@]1([C@H](O)[C@@H](O)[C@H](O)[C@H](O1)CO)C1=CC(=C(C#N)C=C1)CC1=CC=C(C=C1)I (4-(β-D-glucopyranos-1-yl)-2-(4-iodo-benzyl)-benzonitrile). As a reaction SMILES: [I:1]Cl.[OH:3][C@:4]1([C:15]2[CH:22]=[CH:21][C:18]([C:19]#[N:20])=[C:17]([CH2:23][C:24]3[CH:29]=[CH:28][C:27]([Si](C)(C)C)=[CH:26][CH:25]=3)[CH:16]=2)[O:12][C@H:11]([CH2:13][OH:14])[C@@H:9]([OH:10])[C@H:7]([OH:8])[C@H:5]1[OH:6]>ClCCl>[OH:3][C@:4]1([C:15]2[CH:22]=[CH:21][C:18]([C:19]#[N:20])=[C:17]([CH2:23][C:24]3[CH:29]=[CH:28][C:27]([I:1])=[CH:26][CH:25]=3)[CH:16]=2)[O:12][C@H:11]([CH2:13][OH:14])[C@@H:9]([OH:10])[C@H:7]([OH:8])[C@H:5]1[OH:6]. Procedure details: A 1 M solution of iodine monochloride in dichloromethane (0.9 mL) is added to 4-(β-D-glucopyranos-1-yl)-2-(4-trimethylsilyl-benzyl)-benzonitrile (0.26 g) dissolved in dichloromethane (5 mL). The solution is stirred at room temperature for 1 h and then quenched by the addition of aqueous Na2S2O3 solution and aqueous NaHCO3 solution. The organic phase is separated and the aqueous phase is extracted with ethyl acetate. The combined organic phases are dried over sodium sulfate and the solvent is rem... Reactants: CO, O, CC1(C)OCC(C(O)CNC(=O)CS(=O)(=O)Nc2c(F)cc(F)cc2F)O1. The product is O=C(CS(=O)(=O)Nc1c(F)cc(F)cc1F)NCC(O)C(O)CO. As a reaction SMILES: [CH3:28][OH:29].[OH2:30].[OH:1][CH:2]([CH2:3][NH:4][C:5]([CH2:6][S:7]([NH:8][c:9]1[c:10]([F:17])[cH:11][c:12]([F:16])[cH:13][c:14]1[F:15])(=[O:18])=[O:19])=[O:20])[CH:21]1[O:22][C:23]([CH3:26])([CH3:27])[O:24][CH2:25]1>>[OH:1][CH:2]([CH2:3][NH:4][C:5]([CH2:6][S:7]([NH:8][c:9]1[c:10]([F:17])[cH:11][c:12]([F:16])[cH:13][c:14]1[F:15])(=[O:18])=[O:19])=[O:20])[CH:21]([OH:22])[CH2:25][OH:24]. Starting materials: C(C)=O (Acetaldehyde), Cl (hydrochloric acid), N1C(=NC2=C1C=CC=C2)NC(=O)C2=C(N=CN2)C(=O)NC2=C(C=C(C=C2)OC2CCNCC2)C (N5-(1H-benzo[d]imidazol-2-yl)-N4-(2-methyl-4-(piperidin-4-yloxy)phenyl)-1H-imidazole-4,5-dicarboxamide), C(C)(=O)O[BH-](OC(C)=O)OC(C)=O.[Na+] (sodium triacetoxyborohydride). Solvent: CN(C)C=O (DMF). Reaction conditions: time 16 hour. Yields the product N1C(=NC2=C1C=CC=C2)NC(=O)C2=C(N=CN2)C(=O)NC2=C(C=C(C=C2)OC2CCN(CC2)CC)C (N5-1H-benzimidazol-2-yl-N4-{4-[(1-ethylpiperidin-4-yl)oxy]-2-methylphenyl}-1H-imidazole-4,5-dicarboxamide). RXN SMILES: [CH:1](=O)[CH3:2].[NH:4]1[C:8]2[CH:9]=[CH:10][CH:11]=[CH:12][C:7]=2[N:6]=[C:5]1[NH:13][C:14]([C:16]1[NH:20][CH:19]=[N:18][C:17]=1[C:21]([NH:23][C:24]1[CH:29]=[CH:28][C:27]([O:30][CH:31]2[CH2:36][CH2:35][NH:34][CH2:33][CH2:32]2)=[CH:26][C:25]=1[CH3:37])=[O:22])=[O:15].C(O[BH-](OC(=O)C)OC(=O)C)(=O)C.[Na+].Cl>CN(C=O)C>[NH:4]1[C:8]2[CH:9]=[CH:10][CH:11]=[CH:12][C:7]=2[N:6]=[C:5]1[NH:13][C:14]([C:16]1[NH:20][CH:19]=[N:18][C:17]=1[C:21]([NH:23][C:24]1[CH:29]=[CH:28][C:27]([O:30][CH:31]2[CH2:36][CH2:35][N:34]([CH2:1][CH3:2])[CH2:33][CH2:32]2)=[CH:26][C:25]=1[CH3:37])=[O:22])=[O:15] |f:2.3|. Procedure details: Acetaldehyde (0.088 g, 2.0 mmol) was weighed out into a dry 25 ml round bottom flask. N5-(1H-benzo[d]imidazol-2-yl)-N4-(2-methyl-4-(piperidin-4-yloxy)phenyl)-1H-imidazole-4,5-dicarboxamide (0.0465 g, 0.1 mmol) was added, followed by a DMF solution (3.0 ml) of sodium triacetoxyborohydride (0.106 g, 0.5 mmol). The reaction mixture was stir at room temperature over night (16 hours). The reaction mixture was then treated with 1 mL of 1N hydrochloric acid and concentrated under reduced pressure. The ...